Task: describe an organic reaction: reactants, conditions, products, and yield. Dataset: the Open Reaction Database (ORD), a public repository of structured organic reaction records Reactants: S(=O)(Cl)Cl (thionyl chloride), ClC(=C(C(=O)O)C1=CC=C(C=C1)Cl)Cl (3,3-dichloro-2-(4-Chlorophenyl)acrylic Acid), N1=CC=CC=C1 (pyridine). The solvent is C(C)OCC (diethyl ether). Run at temperature 22.5 celsius, time 6 hour. The product is ClC(=C(C(=O)Cl)C1=CC=C(C=C1)Cl)Cl (3,3-dichloro-2-(4-Chlorophenyl)acryloyl Chloride). Isolated yield 78.4%. RXN SMILES: S(Cl)([Cl:3])=O.[Cl:5][C:6]([Cl:18])=[C:7]([C:11]1[CH:16]=[CH:15][C:14]([Cl:17])=[CH:13][CH:12]=1)[C:8](O)=[O:9].N1C=CC=CC=1>C(OCC)C>[Cl:5][C:6]([Cl:18])=[C:7]([C:11]1[CH:16]=[CH:15][C:14]([Cl:17])=[CH:13][CH:12]=1)[C:8]([Cl:3])=[O:9]. Reported procedure: 35.5 g (0.298 mol) of thionyl chloride were added dropwise at 0° C. to the solution of 50 g (0.199 mol) of the acid of Example 4 in 200 ml of diethyl ether and 23.6 g (0.298 mol) of pyridine. The solution was stirred for 6 hours at 20 to 25° C. and then filtered. After the solvent had been distilled off, 42.1 g of the product were obtained, and this was reacted further without purification. The reactants are N1=CNC(C(=C1)CCC1=CC=C(C(=O)OC(C)(C)C)C=C1)=O (tert-Butyl 4-[2-(pyrimidin-4(3 H)-on-5-yl)ethyl]benzoate), P(=O)(Cl)(Cl)Cl (phosphorous-oxy-chloride). RXN SMILES: [N:1]1[CH:6]=[C:5]([CH2:7][CH2:8][C:9]2[CH:21]=[CH:20][C:12]([C:13]([O:15][C:16]([CH3:19])([CH3:18])[CH3:17])=[O:14])=[CH:11][CH:10]=2)[C:4](=O)[NH:3][CH:2]=1.P(Cl)(Cl)([Cl:25])=O>CN(C)C1C=CC=CC=1>[Cl:25][C:4]1[C:5]([CH2:7][CH2:8][C:9]2[CH:21]=[CH:20][C:12]([C:13]([O:15][C:16]([CH3:19])([CH3:18])[CH3:17])=[O:14])=[CH:11][CH:10]=2)=[CH:6][N:1]=[CH:2][N:3]=1. Run in CN(C1=CC=CC=C1)C (N,N-dimethylaniline). The yield is 78.5%. Procedure: tert-Butyl 4-[2-(pyrimidin-4(3 H)-on-5-yl)ethyl]benzoate (0.6 g,) was dissolved in N,N-dimethylaniline (5 ml) and treated with phosphorous-oxy-chloride (1.53 g 10 mmol). The reaction was heated to 100° C. for 2.5 hours and then evaporated at reduced pressure. The residue was diluted with EtOAc, washed (1N HCl 2×, H2O, saturated brine), dried over MgSO4 and evaporated to give tert-butyl 4-[2-(4-chloropyrimidin-5-yl)ethyl]benzoate as a brown oil (0.5 g, 64%) which was used without further purifica... Yields the product ClC1=NC=NC=C1CCC1=CC=C(C(=O)OC(C)(C)C)C=C1 (tert-butyl 4-[2-(4-chloropyrimidin-5-yl)ethyl]benzoate). Reaction conditions: temperature 100 celsius. Starting materials: FC(C=1C=C(C=C(C1)C(F)(F)F)[C@@H]1[C@@H](N(C(O1)=O)CC1=C(C=CC(=C1)C(F)(F)F)CNC1CCC1)C)(F)F ((4S,5R)-5-[3,5-bis(trifluoromethyl)phenyl]-3-[2-[(cyclobutylamino)methyl]-5-(trifluoromethyl)benzyl]-4-methyl-1,3-oxazolidin-2-one), C(C)=O (acetaldehyde), [BH-](OC(=O)C)(OC(=O)C)OC(=O)C.[Na+] (NaBH(OAc)3). The solvent is ClC(C)Cl (dichloroethane), CCOC(=O)C (EtOAc). Run at time 2 hour. Product: FC(C=1C=C(C=C(C1)C(F)(F)F)[C@@H]1[C@@H](N(C(O1)=O)CC1=C(C=CC(=C1)C(F)(F)F)CN(CC)C1CCC1)C)(F)F ((4S,5R)-5-[3,5-bis(trifluoromethyl)phenyl]-3-[2-{[cyclobutyl(ethyl)amino]methyl}-5-(trifluoromethyl)benzyl]-4-methyl-1,3-oxazolidin-2-one). As a reaction SMILES: [F:1][C:2]([F:38])([F:37])[C:3]1[CH:4]=[C:5]([C@H:13]2[O:17][C:16](=[O:18])[N:15]([CH2:19][C:20]3[CH:25]=[C:24]([C:26]([F:29])([F:28])[F:27])[CH:23]=[CH:22][C:21]=3[CH2:30][NH:31][CH:32]3[CH2:35][CH2:34][CH2:33]3)[C@H:14]2[CH3:36])[CH:6]=[C:7]([C:9]([F:12])([F:11])[F:10])[CH:8]=1.[CH:39](=O)[CH3:40].[BH-](OC(C)=O)(OC(C)=O)OC(C)=O.[Na+]>ClC(Cl)C.CCOC(C)=O>[F:38][C:2]([F:1])([F:37])[C:3]1[CH:4]=[C:5]([C@H:13]2[O:17][C:16](=[O:18])[N:15]([CH2:19][C:20]3[CH:25]=[C:24]([C:26]([F:27])([F:28])[F:29])[CH:23]=[CH:22][C:21]=3[CH2:30][N:31]([CH:32]3[CH2:35][CH2:34][CH2:33]3)[CH2:39][CH3:40])[C@H:14]2[CH3:36])[CH:6]=[C:7]([C:9]([F:11])([F:10])[F:12])[CH:8]=1 |f:2.3|. Reported procedure: To a solution of (4S,5R)-5-[3,5-bis(trifluoromethyl)phenyl]-3-[2-[(cyclobutylamino)methyl]-5-(trifluoromethyl)benzyl]-4-methyl-1,3-oxazolidin-2-one (3.6 mg, 6.50×10−3 mmol) in dichloroethane (300 μL) was added acetaldehyde (40 μL, 0.709 mmol) and NaBH(OAc)3 (excess). The reaction was stirred at room temperature for 2 hours and then diluted with EtOAc (10 mL) and washed with brine (5 mL). The organic layer was dried over Na2SO4, filtered, and concentrated. Purification of the residue by PTLC (25%... The reactants are ice water, [H-].[Na+] (sodium hydride), C(C)(C)(C)OC(=O)N1C(C=2C=C(C3=C(C2C1)O[C@]12[C@](C3)([C@H](CC[C@H]1C([C@H](CC2)O)(C)C)C)C)O)=O ((6aR,7S,9aS,11S,13aS)-2-(t-butoxycarbonyl)-2,3,6,6a,7,8,9,9a,10,11,12,13-dodecahydro-5,11-dihydroxy-6a,7,10,10-tetramethyl-3-oxo-1H-benzo[8,8a][1]benzopyrano[2,3-e]isoindole), P(OC1=CC=CC=C1)(OC1=CC=CC=C1)(=O)Cl (diphenyl phosphorochloridate). The solvent is CN(C=O)C (dimethylformamide). Reaction conditions: time 15 minute. Product: C(C)(C)(C)OC(=O)N1C(C=2C=C(C3=C(C2C1)O[C@]12[C@](C3)([C@H](CC[C@H]1C([C@H](CC2)O)(C)C)C)C)OP(=O)(OC2=CC=CC=C2)OC2=CC=CC=C2)=O ((6aR,7S,9aS,11S,13aS)-2-(t-butoxycarbonyl)-2,3,6,6a,7,8,9,9a, 10,11,12,13-dodecahydro-11-hydroxy-6a,7,10,10-tetramethyl-3-oxo-5-diphenoxyphosphinyloxy-1H-benzo[8,8a][1]benzopyrano[2,3-e]isoindole). Yield: 80.4%. RXN SMILES: [H-].[Na+].[C:3]([O:7][C:8]([N:10]1[CH2:18][C:17]2[C:16]3[O:19][C@@:20]45[CH2:30][CH2:29][C@H:28]([OH:31])[C:27]([CH3:33])([CH3:32])[C@@H:26]4[CH2:25][CH2:24][C@H:23]([CH3:34])[C@@:21]5([CH3:35])[CH2:22][C:15]=3[C:14]([OH:36])=[CH:13][C:12]=2[C:11]1=[O:37])=[O:9])([CH3:6])([CH3:5])[CH3:4].[P:38](Cl)(=[O:53])([O:46][C:47]1[CH:52]=[CH:51][CH:50]=[CH:49][CH:48]=1)[O:39][C:40]1[CH:45]=[CH:44][CH:43]=[CH:42][CH:41]=1>CN(C)C=O>[C:3]([O:7][C:8]([N:10]1[CH2:18][C:17]2[C:16]3[O:19][C@@:20]45[CH2:30][CH2:29][C@H:28]([OH:31])[C:27]([CH3:33])([CH3:32])[C@@H:26]4[CH2:25][CH2:24][C@H:23]([CH3:34])[C@@:21]5([CH3:35])[CH2:22][C:15]=3[C:14]([O:36][P:38]([O:39][C:40]3[CH:41]=[CH:42][CH:43]=[CH:44][CH:45]=3)([O:46][C:47]3[CH:48]=[CH:49][CH:50]=[CH:51][CH:52]=3)=[O:53])=[CH:13][C:12]=2[C:11]1=[O:37])=[O:9])([CH3:4])([CH3:6])[CH3:5] |f:0.1|. Reported procedure: Under nitrogen, 40 mg (1.0 mmol) of sodium hydride (ca. 60% in oil) was added to a solution of the above Compound (55a) (234 mg, 0.48 mmol) in 2 ml of dry dimethylformamide, and the mixture stirred for 15 min. To the reaction mixture was added dropwise 120 μl (0.58 mmol) of diphenyl phosphorochloridate, and the mixture stirred for another 1.5 hours at the same temperature. After addition of ice-water under ice-cooling, the reaction mixture was extracted with ethyl acetate. The extract was washed... Reactants: CC(C)(C)OC(=O)N1CCCCC1CN, Clc1ccc2cccnc2n1. The product is CC(C)(C)OC(=O)N1CCCCC1CNc1ccc2cccnc2n1. Reaction SMILES: [C:1]([CH3:2])([CH3:3])([CH3:4])[O:5][C:6](=[O:7])[N:8]1[CH:9]([CH2:14][NH2:15])[CH2:10][CH2:11][CH2:12][CH2:13]1.[Cl:16][c:17]1[n:18][c:19]2[n:20][cH:21][cH:22][cH:23][c:24]2[cH:25][cH:26]1>>[C:1]([CH3:2])([CH3:3])([CH3:4])[O:5][C:6](=[O:7])[N:8]1[CH:9]([CH2:14][NH:15][c:17]2[n:18][c:19]3[n:20][cH:21][cH:22][cH:23][c:24]3[cH:25][cH:26]2)[CH2:10][CH2:11][CH2:12][CH2:13]1. Reactants: ClC1=C(N)C=C(C=C1)Cl (2,5-dichloroaniline), C(OC)COC (dimethoxyethane), C(C)N(CC)CCCl (N,N-diethyl-β-chloroethylamine), ClCC(=O)C1=CC=CC=C1 (2-chloroacetophenone). Solvent: C(C)N(CC)CC (triethylamine). Reaction conditions: time 24 hour. The product is ClC1=C(C=C(C=C1)Cl)N(CCN(CC)CC)CC(=O)C1=CC=CC=C1 (2-[N-(2,5-dichlorophenyl)-N-(β-diethylaminoethyl)amino]acetophenone). Reaction SMILES: [Cl:1][C:2]1[CH:8]=[CH:7][C:6]([Cl:9])=[CH:5][C:3]=1[NH2:4].[CH2:10]([N:12]([CH2:15][CH2:16]Cl)[CH2:13][CH3:14])[CH3:11].Cl[CH2:19][C:20]([C:22]1[CH:27]=[CH:26][CH:25]=[CH:24][CH:23]=1)=[O:21].C(COC)OC>C(N(CC)CC)C>[Cl:1][C:2]1[CH:8]=[CH:7][C:6]([Cl:9])=[CH:5][C:3]=1[N:4]([CH2:19][C:20]([C:22]1[CH:27]=[CH:26][CH:25]=[CH:24][CH:23]=1)=[O:21])[CH2:11][CH2:10][N:12]([CH2:15][CH3:16])[CH2:13][CH3:14]. Reported procedure: A solution of 0.05 mole of N-(2,5-dichlorophenyl)-N',N'-diethylethylenediamine obtained by alkylating 2,5-dichloroaniline with N,N-diethyl-β-chloroethylamine, and 0.05 mole of 2-chloroacetophenone in dimethoxyethane containing 0.05 mole of triethylamine was stirred at room temperature for 24 hours under a nitrogen atmosphere after which the solvent was removed at reduced pressure. The residue was dissolved in 200 ml of chloroform and washed with 5% aqueous sodium carbonate, dried over sodium sul... Reactants: [OH-].[Na+] (sodium hydroxide), CC(=O)C1=C(C=CC(=C1)OCC(F)(F)F)OCC(F)(F)F (2,5-bis(2,2,2-trifluoroethoxy)acetophenone), ClCl (Chlorine), [OH-].[Na+] (sodium hydroxide). Solvent: O (water), O (water). Conditions: temperature 50 celsius. The yield is 94.5%. Yields the product FC(COC1=C(C(=O)O)C=C(C=C1)OCC(F)(F)F)(F)F (2,5-bis(2,2,2-trifluoroethoxy)benzoic acid). Procedure details: To a solution of 7.3 moles (292 g.) of sodium hydroxide in 600 ml. of water is added ice to make the total volume of 1.75 liters. Chlorine gas is passed into the solution while maintaining the temperature below 10° C. until it is neutral to litmus, and 2.19 moles (87.6 g.) of sodium hydroxide dissolved in 200 ml. of water is added. The combined solution is warmed to 50° C., and 0.73 mole (230 g.) of 2,5-bis(2,2,2-trifluoroethoxy)acetophenone is added slowly. The reaction mixture is stirred while... As a reaction SMILES: [OH-:1].[Na+].ClCl.C[C:6]([C:8]1[CH:13]=[C:12]([O:14][CH2:15][C:16]([F:19])([F:18])[F:17])[CH:11]=[CH:10][C:9]=1[O:20][CH2:21][C:22]([F:25])([F:24])[F:23])=[O:7]>O>[F:23][C:22]([F:25])([F:24])[CH2:21][O:20][C:9]1[CH:10]=[CH:11][C:12]([O:14][CH2:15][C:16]([F:19])([F:18])[F:17])=[CH:13][C:8]=1[C:6]([OH:7])=[O:1] |f:0.1|. The product is O=C1CCC(=O)N1c1ccc(Oc2ccc3c(c2)CCC(c2ccccc2)O3)nc1. Reactants: CC(=O)O, Nc1ccc(Oc2ccc3c(c2)CCC(c2ccccc2)O3)nc1, O=C1CCC(=O)O1. As a reaction SMILES: [CH3:32][C:33](=[O:34])[OH:35].[NH2:1][c:2]1[cH:3][cH:4][c:5]([O:8][c:9]2[cH:10][c:11]3[c:16]([cH:17][cH:18]2)[O:15][CH:14]([c:19]2[cH:20][cH:21][cH:22][cH:23][cH:24]2)[CH2:13][CH2:12]3)[n:6][cH:7]1.[O:25]=[C:26]1[CH2:27][CH2:28][C:29](=[O:30])[O:31]1>>[N:1]1([c:2]2[cH:3][cH:4][c:5]([O:8][c:9]3[cH:10][c:11]4[c:16]([cH:17][cH:18]3)[O:15][CH:14]([c:19]3[cH:20][cH:21][cH:22][cH:23][cH:24]3)[CH2:13][CH2:12]4)[n:6][cH:7]2)[C:26](=[O:25])[CH2:27][CH2:28][C:29]1=[O:30].